This data is from the Open Reaction Database (ORD), a public repository of structured organic reaction records. The task is: describe an organic reaction: reactants, conditions, products, and yield Reactants: CNC(=O)C=1N=CC(=NC1)OC1=CC2=C(CCN(CC2)C(=O)OC(C)(C)C)C=C1 (1,1-Dimethylethyl 7-({5-[(methylamino)carbonyl]-2-pyrazinyl}oxy)-1,2,4,5-tetrahydro-3H-3-benzazepine-3-carboxylate), C1(CCCC1)=O (cyclopentanone). The product is C1(CCCC1)N1CCC2=C(CC1)C=CC(=C2)OC=2N=CC(=NC2)C(=O)NC (5-[(3-Cyclopentyl-2,3,4,5-tetrahydro-1H-3-benzazepin-7-yl)oxy]-N-methyl-2-pyrazinecarboxamide). Reaction SMILES: [CH3:1][NH:2][C:3]([C:5]1[N:6]=[CH:7][C:8]([O:11][C:12]2[CH:29]=[CH:28][C:15]3[CH2:16][CH2:17][N:18]([C:21](OC(C)(C)C)=O)[CH2:19][CH2:20][C:14]=3[CH:13]=2)=[N:9][CH:10]=1)=[O:4].[C:30]1(=O)[CH2:34]C[CH2:32][CH2:31]1>>[CH:21]1([N:18]2[CH2:17][CH2:16][C:15]3[CH:28]=[CH:29][C:12]([O:11][C:8]4[N:9]=[CH:10][C:5]([C:3]([NH:2][CH3:1])=[O:4])=[N:6][CH:7]=4)=[CH:13][C:14]=3[CH2:20][CH2:19]2)[CH2:32][CH2:31][CH2:30][CH2:34]1. Procedure details: Example 254 (E254) was prepared from N-methyl-5-(2,3,4,5-tetrahydro-1H-3-benzazepin-7-yloxy)-2-pyrazinecarboxamide (D49) and cyclopentanone using the method described for Example 223; MS (ES+) m/e 367 [M+H]+. The reactants are C1CCOC1, CCCCc1cnc(Cl)c(C(=O)OC)c1, [Li+], [OH-]. Product: CCCCc1cnc(Cl)c(C(=O)O)c1. As a reaction SMILES: [CH2:18]1[O:19][CH2:20][CH2:21][CH2:22]1.[CH3:1][O:2][C:3]([c:4]1[c:5]([Cl:14])[n:6][cH:7][c:8]([CH2:10][CH2:11][CH2:12][CH3:13])[cH:9]1)=[O:15].[Li+:17].[OH-:16]>>[O:2]=[C:3]([c:4]1[c:5]([Cl:14])[n:6][cH:7][c:8]([CH2:10][CH2:11][CH2:12][CH3:13])[cH:9]1)[OH:15]. Reactants: O=C([O-])[O-], CC[N+](CC)(CC)CC, Cc1cc(Br)cc(C)c1N, [Cl-], ClCC1COCO1, [K+], [K+]. Yields the product Cc1cc(Br)cc(C)c1NCC1COCO1. RXN SMILES: [C:18](=[O:19])([O-:20])[O-:21].[CH2:25]([N+:26]([CH2:27][CH3:28])([CH2:29][CH3:30])[CH2:31][CH3:32])[CH3:33].[CH3:1][c:2]1[c:3]([NH2:4])[c:5]([CH3:10])[cH:6][c:7]([Br:9])[cH:8]1.[Cl-:24].[Cl:11][CH2:12][CH:13]1[CH2:14][O:15][CH2:16][O:17]1.[K+:22].[K+:23]>>[CH3:1][c:2]1[c:3]([NH:4][CH2:12][CH:13]2[CH2:14][O:15][CH2:16][O:17]2)[c:5]([CH3:10])[cH:6][c:7]([Br:9])[cH:8]1. The product is NCCC(O)c1cccc(O)c1. Starting materials: C1CCOC1, N#CCC(O)c1cccc(O)c1. As a reaction SMILES: [CH2:13]1[O:14][CH2:15][CH2:16][CH2:17]1.[OH:1][CH:2]([CH2:3][C:4]#[N:5])[c:6]1[cH:7][c:8]([OH:12])[cH:9][cH:10][cH:11]1>>[OH:1][CH:2]([CH2:3][CH2:4][NH2:5])[c:6]1[cH:7][c:8]([OH:12])[cH:9][cH:10][cH:11]1. The reactants are N1[C@@H](CCC1)CO ((S)-(+)-2-pyrrolidinemethanol), ClC1=C2CNC(C2=C(C=C1OCCCCl)C=1N(C2=CC=C(C=C2C1)CN1CCCCC1)C(=O)OC(C)(C)C)=O (4-chloro-5-(3-chloropropoxy)-7-[1-(tert-butoxycarbonyl)-5-(piperidin-1-ylmethyl)indol-2-yl]isoindolinone), O (water). Run in CN(C(C)=O)C (N,N-dimethylacetoamide). The product is ClC1=C2CNC(C2=C(C=C1OCCCN1[C@@H](CCC1)CO)C=1N(C2=CC=C(C=C2C1)CN1CCCCC1)C(=O)OC(C)(C)C)=O ((S)-4-chloro-5-[3-(2-hydroxymethylpyrrolidin-1-yl)propoxy]-7-[1-(tert-butoxycarbonyl)-5-(piperidin-1-ylmethyl)indol-2-yl]isoindolinone). The yield is 68.7%. Reaction SMILES: [Cl:1][C:2]1[C:10]([O:11][CH2:12][CH2:13][CH2:14]Cl)=[CH:9][C:8]([C:16]2[N:17]([C:32]([O:34][C:35]([CH3:38])([CH3:37])[CH3:36])=[O:33])[C:18]3[C:23]([CH:24]=2)=[CH:22][C:21]([CH2:25][N:26]2[CH2:31][CH2:30][CH2:29][CH2:28][CH2:27]2)=[CH:20][CH:19]=3)=[C:7]2[C:3]=1[CH2:4][NH:5][C:6]2=[O:39].[NH:40]1[CH2:44][CH2:43][CH2:42][C@H:41]1[CH2:45][OH:46].O>CN(C)C(=O)C>[Cl:1][C:2]1[C:10]([O:11][CH2:12][CH2:13][CH2:14][N:40]2[CH2:44][CH2:43][CH2:42][C@H:41]2[CH2:45][OH:46])=[CH:9][C:8]([C:16]2[N:17]([C:32]([O:34][C:35]([CH3:38])([CH3:37])[CH3:36])=[O:33])[C:18]3[C:23]([CH:24]=2)=[CH:22][C:21]([CH2:25][N:26]2[CH2:27][CH2:28][CH2:29][CH2:30][CH2:31]2)=[CH:20][CH:19]=3)=[C:7]2[C:3]=1[CH2:4][NH:5][C:6]2=[O:39]. Procedure: In a similar manner to Step 2 of Example 440, 4-chloro-5-(3-chloropropoxy)-7-[1-(tert-butoxycarbonyl)-5-(piperidin-1-ylmethyl)indol-2-yl]isoindolinone (119 mg, 0.208 mmol) was dissolved in N,N-dimethylacetoamide (1.2 mL), and the solution was treated with (S)-(+)-2-pyrrolidinemethanol (0.205 mL, 2.08 mmol). The reaction mixture was added with water. The obtained solid was collected by filtration and washed with water, followed by drying under reduced pressure to obtain (S)-4-chloro-5-[3-(2-hydro... The reactants are O=C(C(CCCCCC)N1C=NC2=C1C=CC(=C2)C2=C(C=CC=C2)C=2N=NNN2)N2C(CCC2)C(=O)OCC2=CC=CC=C2 (Benzyl 1-[1-oxo-2-[5-[2-(2H-tetrazol-5-yl)phenyl]-1H-benzimidazole-1-yl]octyl]-2-pyrrolidinecarboxylate). The solvent is CO (methanol). Run at time 16 hour. Product: O=C(C(CCCCCC)N1C=NC2=C1C=CC(=C2)C2=C(C=CC=C2)C=2N=NNN2)N2[C@H](C(=O)O)CCC2 (1-[1-Oxo-2-[5-[2-(2H-tetrazol-5-yl)phenyl]-1H-benzimidazole-1-yl]octyl]-L-proline). Yield: 38.5%. As a reaction SMILES: [O:1]=[C:2]([N:30]1[CH2:34][CH2:33][CH2:32][CH:31]1[C:35]([O:37]CC1C=CC=CC=1)=[O:36])[CH:3]([N:10]1[C:14]2[CH:15]=[CH:16][C:17]([C:19]3[CH:24]=[CH:23][CH:22]=[CH:21][C:20]=3[C:25]3[N:26]=[N:27][NH:28][N:29]=3)=[CH:18][C:13]=2[N:12]=[CH:11]1)[CH2:4][CH2:5][CH2:6][CH2:7][CH2:8][CH3:9]>CO>[O:1]=[C:2]([N:30]1[CH2:34][CH2:33][CH2:32][C@H:31]1[C:35]([OH:37])=[O:36])[CH:3]([N:10]1[C:14]2[CH:15]=[CH:16][C:17]([C:19]3[CH:24]=[CH:23][CH:22]=[CH:21][C:20]=3[C:25]3[N:26]=[N:27][NH:28][N:29]=3)=[CH:18][C:13]=2[N:12]=[CH:11]1)[CH2:4][CH2:5][CH2:6][CH2:7][CH2:8][CH3:9]. Procedure details: Benzyl 1-[1-oxo-2-[5-[2-(2H-tetrazol-5-yl)phenyl]-1H-benzimidazole-1-yl]octyl]-2-pyrrolidinecarboxylate (0.388 mmoles, 230 mg) was dissolved in 5.0 ml methanol/3.0 ml 2N NaOH and stirred at room temperature for 16 hours. The ethanol was removed in vacuo. The aqueous layer washed with ether. The DH was adjusted to 3.5 using 2N HCl with cooling. The precipitate was filtered and dried to yield 75 mg of 1-[1-Oxo-2-[5-[2-(2H-tetrazol-5-yl)phenyl]-1H-benzimidazole-1-yl]octyl]-L-proline. (MS) Procedure: A solution of 5-(methylsulfonyl)indoline (0.213 g, 1.08 mmol) in chloroform (4 mL) was added with manganese dioxide (0.939 g, 10.8 mmol), and the mixture was stirred at room temperature for 9 hours. The reaction mixture was filtered through Celite, and the resulting filtrate was concentrated to obtain 5-(methylsulfonyl)-1H-indole (0.151 g, 71%). Run in C(Cl)(Cl)Cl (chloroform). Reactants: CS(=O)(=O)C=1C=C2CCNC2=CC1 (5-(methylsulfonyl)indoline). Yields the product CS(=O)(=O)C=1C=C2C=CNC2=CC1 (5-(methylsulfonyl)-1H-indole). RXN SMILES: [CH3:1][S:2]([C:5]1[CH:6]=[C:7]2[C:11](=[CH:12][CH:13]=1)[NH:10][CH2:9][CH2:8]2)(=[O:4])=[O:3]>C(Cl)(Cl)Cl.[O-2].[O-2].[Mn+4]>[CH3:1][S:2]([C:5]1[CH:6]=[C:7]2[C:11](=[CH:12][CH:13]=1)[NH:10][CH:9]=[CH:8]2)(=[O:4])=[O:3] |f:2.3.4|. The reagents and catalysts are [O-2].[O-2].[Mn+4] (manganese dioxide). Yield: 71.6%. Conditions: time 9 hour.